Task: describe an organic reaction: reactants, conditions, products, and yield. Dataset: the Open Reaction Database (ORD), a public repository of structured organic reaction records Reactants: COC=1C=C2C(=NC=NC2=CC1OC)OC1=CC=C(C=C1)N (6,7-Dimethoxy-4-(4-aminophenoxy)quinazoline), COC1=CC=C(C=C1)N=C=O (4-methoxyphenyl isocyanate). The solvent is C1(=CC=CC=C1)C (toluene). Product: COC=1C=C2C(=NC=NC2=CC1OC)OC1=CC=C(C=C1)NC(=O)NC1=CC=C(C=C1)OC (N-{4-[(6,7-Dimethoxy-4-quinazolinyl)oxy]phenyl}-N'-(4-methoxyphenyl)urea). Isolated yield 49.0%. Reaction SMILES: [CH3:1][O:2][C:3]1[CH:4]=[C:5]2[C:10](=[CH:11][C:12]=1[O:13][CH3:14])[N:9]=[CH:8][N:7]=[C:6]2[O:15][C:16]1[CH:21]=[CH:20][C:19]([NH2:22])=[CH:18][CH:17]=1.[CH3:23][O:24][C:25]1[CH:30]=[CH:29][C:28]([N:31]=[C:32]=[O:33])=[CH:27][CH:26]=1>C1(C)C=CC=CC=1>[CH3:1][O:2][C:3]1[CH:4]=[C:5]2[C:10](=[CH:11][C:12]=1[O:13][CH3:14])[N:9]=[CH:8][N:7]=[C:6]2[O:15][C:16]1[CH:21]=[CH:20][C:19]([NH:22][C:32]([NH:31][C:28]2[CH:29]=[CH:30][C:25]([O:24][CH3:23])=[CH:26][CH:27]=2)=[O:33])=[CH:18][CH:17]=1. Procedure: 6,7-Dimethoxy-4-(4-aminophenoxy)quinazoline (81 mg) was dissolved in toluene (5 ml) with heat, 4-methoxyphenyl isocyanate (0.29 ml) was added, and the admixture was refluxed with heat for 40 minutes. The separated solid was filtered and washed with toluene to obtain 60 mg of the title compound (yield: 49%). The reactants are CN1CCCC1=O, COc1nccnc1N, O=S(=O)(Cl)c1ccc(F)c(Cl)c1Cl, [H-], [Na+]. Yields the product COc1nccnc1NS(=O)(=O)c1ccc(F)c(Cl)c1Cl. RXN SMILES: [CH3:25][N:26]1[CH2:27][CH2:28][CH2:29][C:30]1=[O:31].[CH3:3][O:4][c:5]1[c:6]([NH2:11])[n:7][cH:8][cH:9][n:10]1.[Cl:12][c:13]1[c:14]([S:21](=[O:22])(=[O:23])[Cl:24])[cH:15][cH:16][c:17]([F:20])[c:18]1[Cl:19].[H-:1].[Na+:2]>>[CH3:3][O:4][c:5]1[c:6]([NH:11][S:21]([c:14]2[c:13]([Cl:12])[c:18]([Cl:19])[c:17]([F:20])[cH:16][cH:15]2)(=[O:22])=[O:23])[n:7][cH:8][cH:9][n:10]1. Reactants: O=C([O-])[O-], CN(C)C=O, COc1ncccc1CCl, [K+], [K+], OCCC1CCNCC1, O. The product is COc1ncccc1CN1CCC(CCO)CC1. As a reaction SMILES: [C:20](=[O:21])([O-:22])[O-:23].[CH3:27][N:28]([CH3:29])[CH:30]=[O:31].[Cl:10][CH2:11][c:12]1[c:13]([O:18][CH3:19])[n:14][cH:15][cH:16][cH:17]1.[K+:24].[K+:25].[NH:1]1[CH2:2][CH2:3][CH:4]([CH2:7][CH2:8][OH:9])[CH2:5][CH2:6]1.[OH2:26]>>[N:1]1([CH2:11][c:12]2[c:13]([O:18][CH3:19])[n:14][cH:15][cH:16][cH:17]2)[CH2:2][CH2:3][CH:4]([CH2:7][CH2:8][OH:9])[CH2:5][CH2:6]1. The reactants are C[N+]1(CCOCC1)[O-] (4-methylmorpholine N-oxide), ClC=1C=CC2=C(C(CCCN2C(C2=CN=C(C=C2)NC(C2=C(C=CC=C2)C)=O)=O)=C)C1 (7-chloro-5-methylidene-1-[6-(2-methylbenzoylamino)nicotinoyl]-2,3,4,5-tetrahydro-1H-benzazepine), C(C)(C)(C)O (t-butanol), S(=O)(O)[O-].[Na+] (sodium hydrogen sulfite). Reagents/catalysts: [Os](=O)(=O)(=O)=O (osmium tetraoxide). Solvent: O (Water), N1=CC=CC=C1 (pyridine), O (water). Conditions: time 30 minute. Yields the product ClC=1C=CC2=C(C(CCCN2C(C2=CN=C(C=C2)NC(C2=C(C=CC=C2)C)=O)=O)(O)CO)C1 (7-chloro-5-hydroxymethyl-5-hydroxy-1-[6-(2-methylbenzoylamino)nicotinoyl]-2,3,4,5-tetrahydro-1H-benzazepine). RXN SMILES: [Cl:1][C:2]1[CH:3]=[CH:4][C:5]2[N:11]([C:12](=[O:29])[C:13]3[CH:18]=[CH:17][C:16]([NH:19][C:20](=[O:28])[C:21]4[CH:26]=[CH:25][CH:24]=[CH:23][C:22]=4[CH3:27])=[N:15][CH:14]=3)[CH2:10][CH2:9]CC(=C)C=2[CH:31]=1.C[N+]1([O-])CC[O:36]CC1.S([O-])(O)=O.[Na+].[C:45]([OH:49])([CH3:48])([CH3:47])[CH3:46]>N1C=CC=CC=1.O.[Os](=O)(=O)(=O)=O>[Cl:1][C:2]1[CH:3]=[CH:4][C:5]2[N:11]([C:12](=[O:29])[C:13]3[CH:18]=[CH:17][C:16]([NH:19][C:20](=[O:28])[C:21]4[CH:26]=[CH:25][CH:24]=[CH:23][C:22]=4[CH3:27])=[N:15][CH:14]=3)[CH2:10][CH2:9][CH2:47][C:45]([CH2:48][OH:36])([OH:49])[C:46]=2[CH:31]=1 |f:2.3|. Procedure details: To a solution of 7-chloro-5-methylidene-1-[6-(2-methylbenzoylamino)nicotinoyl]-2,3,4,5-tetrahydro-1H-benzazepine (0.28 g) in t-butanol (3 ml), pyridine (0.2 ml) and water (1.2 ml) is added 4% aqueous osmium tetraoxide solution (0.2 ml), and further thereto is added 4-methylmorpholine N-oxide (0.1 g). The mixture is refluxed for 5 hours, and cooled. Saturated aqueous sodium hydrogen sulfite solution is added to the reaction mixture, and the mixture is stirred at room temperature for 30 minutes. W... The reactants are O (water), [I-].C[S+](=O)(C)C (trimethylsulphoxonium iodide), [H-].[Na+] (sodium hydride), CON(C(\C=C\C1=CC=2C(CCC(C2C=C1)(C)C)(C)C)=O)C ((E)-N-methoxy-N-methyl-3-(5,5,8,8-tetramethyl-5,6,7,8-tetrahydro-2-naphthyl)acrylamide). Solvent: CS(=O)C (DMSO), CS(=O)C (DMSO). The product is CON(C(=O)C1C(C1)C1=CC=2C(CCC(C2C=C1)(C)C)(C)C)C (N-Methoxy-N-methyl-2-(5,5,8,8-tetramethyl-5,6,7,8-tetrahydro-2-naphthyl)cyclopropanecarboxamide). As a reaction SMILES: [I-].[CH3:2][S+](C)(C)=O.[H-].[Na+].[CH3:9][O:10][N:11]([CH3:30])[C:12](=[O:29])/[CH:13]=[CH:14]/[C:15]1[CH:24]=[CH:23][C:22]2[C:21]([CH3:26])([CH3:25])[CH2:20][CH2:19][C:18]([CH3:28])([CH3:27])[C:17]=2[CH:16]=1.O>CS(C)=O>[CH3:9][O:10][N:11]([CH3:30])[C:12]([CH:13]1[CH2:2][CH:14]1[C:15]1[CH:24]=[CH:23][C:22]2[C:21]([CH3:25])([CH3:26])[CH2:20][CH2:19][C:18]([CH3:28])([CH3:27])[C:17]=2[CH:16]=1)=[O:29] |f:0.1,2.3|. Procedure details: 660 mg (3.3 mmol) of trimethylsulphoxonium iodide and 3 ml of DMSO are introduced into a three-necked flask under a stream of nitrogen. 100 mg (4.12 mmol) of sodium hydride (80% in oil) are added portionwise and the mixture is stirred until the evolution of gas has ceased. A solution of 900 mg (3 mmol) of (E)-N-methoxy-N-methyl-3-(5,5,8,8-tetramethyl-5,6,7,8-tetrahydro-2-naphthyl)acrylamide in 15 ml of DMSO is then added dropwise and the mixture is stirred at room temperature for two hours. The ... Reactants: O=C([O-])[O-], CCO, Cc1ccccc1, CC(=O)c1ccc(-c2ccc3c(N4CCOCC4)nc(Cl)nc3c2)o1, [Cs+], [Cs+], CN(C)C(=O)c1ccc(NC(=O)Nc2ccc(B3OC(C)(C)C(C)(C)O3)cc2)cc1F, O, Cl[Pd]Cl, c1ccc(P(c2ccccc2)c2ccccc2)cc1, c1ccc(P(c2ccccc2)c2ccccc2)cc1. Product: CC(=O)c1ccc(-c2ccc3c(N4CCOCC4)nc(-c4ccc(NC(=O)Nc5ccc(C(=O)N(C)C)c(F)c5)cc4)nc3c2)o1. RXN SMILES: [C:57](=[O:58])([O-:59])[O-:60].[CH3:112][CH2:113][OH:114].[CH3:63][c:64]1[cH:65][cH:66][cH:67][cH:68][cH:69]1.[Cl:1][c:2]1[n:3][c:4]2[cH:5][c:6](-[c:18]3[cH:19][cH:20][c:21]([C:23]([CH3:24])=[O:25])[o:22]3)[cH:7][cH:8][c:9]2[c:10]([N:12]2[CH2:13][CH2:14][O:15][CH2:16][CH2:17]2)[n:11]1.[Cs+:61].[Cs+:62].[F:26][c:27]1[c:28]([C:29](=[O:30])[N:31]([CH3:32])[CH3:33])[cH:34][cH:35][c:36]([NH:38][C:39](=[O:40])[NH:41][c:42]2[cH:43][cH:44][c:45]([B:48]3[O:49][C:50]([CH3:51])([CH3:52])[C:53]([CH3:54])([CH3:55])[O:56]3)[cH:46][cH:47]2)[cH:37]1.[OH2:111].[Pd:70]([Cl:71])[Cl:72].[c:73]1([P:74]([c:75]2[cH:76][cH:77][cH:78][cH:79][cH:80]2)[c:81]2[cH:82][cH:83][cH:84][cH:85][cH:86]2)[cH:87][cH:88][cH:89][cH:90][cH:91]1.[c:92]1([P:93]([c:94]2[cH:95][cH:96][cH:97][cH:98][cH:99]2)[c:100]2[cH:101][cH:102][cH:103][cH:104][cH:105]2)[cH:106][cH:107][cH:108][cH:109][cH:110]1>>[c:2]1(-[c:45]2[cH:44][cH:43][c:42]([NH:41][C:39]([NH:38][c:36]3[cH:35][cH:34][c:28]([C:29](=[O:30])[N:31]([CH3:32])[CH3:33])[c:27]([F:26])[cH:37]3)=[O:40])[cH:47][cH:46]2)[n:3][c:4]2[cH:5][c:6](-[c:18]3[cH:19][cH:20][c:21]([C:23]([CH3:24])=[O:25])[o:22]3)[cH:7][cH:8][c:9]2[c:10]([N:12]2[CH2:13][CH2:14][O:15][CH2:16][CH2:17]2)[n:11]1. The reactants are O=C([O-])O, CCOC(C)=O, CN(C)C=O, O=C(Cl)C(=O)Cl, Cl, O=C(O)c1ccc(F)c2ccccc12, [Na+], C1CCOC1, O, NC(Cc1ccc(C(F)(F)F)cc1)C(O)c1cccc2ccccc12. The product is O=C(NC(Cc1ccc(C(F)(F)F)cc1)C(O)c1cccc2ccccc12)c1ccc(F)c2ccccc12. Reaction SMILES: [C:47](=[O:48])([O-:49])[OH:50].[CH3:57][CH2:58][O:59][C:60](=[O:61])[CH3:62].[CH3:64][N:65]([CH3:66])[CH:67]=[O:68].[Cl:15][C:16]([C:17]([Cl:18])=[O:19])=[O:20].[ClH:21].[F:1][c:2]1[cH:3][cH:4][c:5]([C:12](=[O:13])[OH:14])[c:6]2[cH:7][cH:8][cH:9][cH:10][c:11]12.[Na+:51].[O:52]1[CH2:53][CH2:54][CH2:55][CH2:56]1.[OH2:63].[OH:22][CH:23]([CH:24]([CH2:25][c:26]1[cH:27][cH:28][c:29]([C:32]([F:33])([F:34])[F:35])[cH:30][cH:31]1)[NH2:36])[c:37]1[cH:38][cH:39][cH:40][c:41]2[cH:42][cH:43][cH:44][cH:45][c:46]12>>[F:1][c:2]1[cH:3][cH:4][c:5]([C:12](=[O:14])[NH:36][CH:24]([CH:23]([OH:22])[c:37]2[cH:38][cH:39][cH:40][c:41]3[cH:42][cH:43][cH:44][cH:45][c:46]23)[CH2:25][c:26]2[cH:27][cH:28][c:29]([C:32]([F:33])([F:34])[F:35])[cH:30][cH:31]2)[c:6]2[cH:7][cH:8][cH:9][cH:10][c:11]12. Reactants: Cl.N(N)C1=CC=C(C=C1)CCO (2-(4-hydrazinophenyl)ethanol hydrochloride), C(CCC)C(C(C)=O)C(C)=O (3-n-butyl-2,4-pentanedione). Yields the product C(CCC)C=1C(=NN(C1C)C1=CC=C(C=C1)CCO)C (2-[4-(4-Butyl-3,5-dimethyl-1H-pyrazol-1-yl)phenyl]ethanol). RXN SMILES: Cl.[NH:2]([C:4]1[CH:9]=[CH:8][C:7]([CH2:10][CH2:11][OH:12])=[CH:6][CH:5]=1)[NH2:3].[CH2:13]([CH:17]([C:21](=O)[CH3:22])[C:18](=O)[CH3:19])[CH2:14][CH2:15][CH3:16]>>[CH2:13]([C:17]1[C:18]([CH3:19])=[N:3][N:2]([C:4]2[CH:5]=[CH:6][C:7]([CH2:10][CH2:11][OH:12])=[CH:8][CH:9]=2)[C:21]=1[CH3:22])[CH2:14][CH2:15][CH3:16] |f:0.1|. Procedure: The title compound was prepared according to the procedure described in step 1 of Example 1 from 2-(4-hydrazinophenyl)ethanol hydrochloride and 3-n-butyl-2,4-pentanedione: MS (ESI) m/z 273 [M+H]+, 1H-NMR (CDCl3) δ 7.37-7.26 (4H, m), 3.87 (2H, t, J=6.8 Hz), 2.91 (2H, t, J=6.6 Hz), 2.39 (2H, t, J=7.6 Hz), 2.25 (3H, s), 2.22 (3H, s), 1.53-1.26 (4H, m), 0.94 (3H, t, J=7.1 Hz). Starting materials: CCOC(=O)CNC(=O)c1ccc(S(=O)(=O)Nc2ccccc2Oc2ccc(Cl)cc2Cl)cc1, CO, C1CCOC1, O. Product: O=C(O)CNC(=O)c1ccc(S(=O)(=O)Nc2ccccc2Oc2ccc(Cl)cc2Cl)cc1. Reaction SMILES: [CH2:1]([CH3:2])[O:3][C:4]([CH2:5][NH:6][C:7]([c:8]1[cH:9][cH:10][c:11]([S:14]([NH:15][c:16]2[c:17]([O:22][c:23]3[c:24]([Cl:30])[cH:25][c:26]([Cl:29])[cH:27][cH:28]3)[cH:18][cH:19][cH:20][cH:21]2)(=[O:31])=[O:32])[cH:12][cH:13]1)=[O:33])=[O:34].[CH3:36][OH:37].[O:38]1[CH2:39][CH2:40][CH2:41][CH2:42]1.[OH2:35]>>[O:3]=[C:4]([CH2:5][NH:6][C:7]([c:8]1[cH:9][cH:10][c:11]([S:14]([NH:15][c:16]2[c:17]([O:22][c:23]3[c:24]([Cl:30])[cH:25][c:26]([Cl:29])[cH:27][cH:28]3)[cH:18][cH:19][cH:20][cH:21]2)(=[O:31])=[O:32])[cH:12][cH:13]1)=[O:33])[OH:34]. The reactants are CC(=O)O, Cc1ccc2c(c1)C(C)(C)C(C)C2(C)C, O, O=[N+]([O-])O, O=S(=O)(O)O. Yields the product Cc1cc2c(cc1[N+](=O)[O-])C(C)(C)C(C)C2(C)C. As a reaction SMILES: [CH3:16][C:17](=[O:18])[OH:19].[CH3:1][C:2]1([CH3:15])[CH:3]([CH3:14])[C:4]([CH3:12])([CH3:13])[c:5]2[cH:6][cH:7][c:8]([CH3:11])[cH:9][c:10]21.[OH2:29].[OH:20][N+:21]([O-:22])=[O:23].[S:24](=[O:25])(=[O:26])([OH:27])[OH:28]>>[CH3:1][C:2]1([CH3:15])[CH:3]([CH3:14])[C:4]([CH3:12])([CH3:13])[c:5]2[cH:6][c:7]([N+:21](=[O:20])[O-:22])[c:8]([CH3:11])[cH:9][c:10]21.